This data is from the Open Reaction Database (ORD), a public repository of structured organic reaction records. The task is: describe an organic reaction: reactants, conditions, products, and yield The reactants are C(=O)(O)CC(=O)C1=CC=CC=C1 (2-carboxyacetophenone), C(C)(=O)[O-].[Na+] (sodium acetate), S1C(=S)NC(=O)C1 (rhodanine), C(C)(=O)O (acetic acid). Run in O (water). Product: C(=O)(O)C1=C(C(C)=C2C(NC(S2)=S)=O)C=CC=C1 (5-(2-carboxy-α-methylbenzylidene) rhodanine). RXN SMILES: [C:1]([CH2:4][C:5]([C:7]1C=C[CH:10]=[CH:9][CH:8]=1)=O)(O)=O.[S:13]1[CH2:19][C:17](=[O:18])[NH:16][C:14]1=[S:15].[C:20]([OH:23])(=[O:22])[CH3:21].C([O-])(=O)C.[Na+]>O>[C:20]([C:21]1[CH:1]=[CH:4][CH:5]=[CH:7][C:8]=1[C:9](=[C:19]1[S:13][C:14](=[S:15])[NH:16][C:17]1=[O:18])[CH3:10])([OH:23])=[O:22] |f:3.4|. Reported procedure: To a hot stirred solution of 2-carboxyacetophenone (1.91 g., 11.65 mM) and 1.57 g. (11.75 mM) of rhodanine in 8 ml. of acetic acid is added 3.12 g. (38.1 mM) of sodium acetate. The solution is refluxed for 3.5 hours, cooled, and poured into water, whereupon a gum forms. The gum crystallizes and is collected and recrystallized from methanol to give 5-(2-carboxy-α-methylbenzylidene) rhodanine as yellow-brown crystals, m.p. 193°-195°. Starting materials: C(C)SC1=NC=CC(=C1[N+](=O)[O-])C (2-Ethylthio-4-methyl-3-nitropyridine), stannous chloride, C([O-])(O)=O.[Na+] (sodium bicarbonate). Solvent: Cl (hydrochloric acid). Reaction conditions: time 30 minute. The product is NC=1C(=NC=CC1C)SCC (3-Amino-2-ethylthio-4-methylpyridine). Isolated yield 37.7%. As a reaction SMILES: [CH2:1]([S:3][C:4]1[C:9]([N+:10]([O-])=O)=[C:8]([CH3:13])[CH:7]=[CH:6][N:5]=1)[CH3:2].C(=O)(O)[O-].[Na+]>Cl>[NH2:10][C:9]1[C:4]([S:3][CH2:1][CH3:2])=[N:5][CH:6]=[CH:7][C:8]=1[CH3:13] |f:1.2|. Procedure: 2-Ethylthio-4-methyl-3-nitropyridine (10.0 g, 50.4 mmol) was added slowly with stirring to a solution of 57 g (0.25 mole) of stannous chloride in 250 mL of concentrated aqueous hydrochloric acid. An exothermic reaction took place. The solution was held at 70° C. for 30 min, cooled, and then poured slowly into saturated aqueous sodium bicarbonate solution. The resulting mixture was extracted with ether and the extract was dried over magnesium sulfate, filtered, and concentrated by evaporation und... Starting materials: COC(C1=C(C(=CC(=C1C)OC)O[Si](C(C(C)C)(C)C)(C)C)CSC[C@@H](C1=NC(=NO1)C)NC#N)=O ((R)-3-[dimethyl-(1,1,2-trimethyl-propyl)-silanyloxy]-2-[2-cyanoamino-2-(3-methyl-1,2,4-oxadiazol-5-yl)-ethylsulfanylmethyl]-5-methoxy-6-methyl-benzoic acid methyl ester), OCC(C)=O (hydroxyacetone). Solvent: O1CCCC1 (tetrahydrofuran), [OH-].[Na+] (sodium hydroxide), O (water). Run at temperature 40 celsius, time 12 hour. The product is COC(C1=C(C(=CC(=C1C)OC)O)CSC[C@H](NC=1OC=C(N1)C)C1=NC(=NO1)C)=O ((R)-3-hydroxy-5-methoxy-6-methyl-2-[2-(3-methyl-1,2,4-oxadiazol-5-yl)-2-(4-methyl-oxazol-2-ylamino)-ethylsulfanylmethyl]-benzoic acid methyl ester). RXN SMILES: [CH3:1][O:2][C:3](=[O:36])[C:4]1[C:9]([CH3:10])=[C:8]([O:11][CH3:12])[CH:7]=[C:6]([O:13][Si](C)(C)C(C)(C)C(C)C)[C:5]=1[CH2:23][S:24][CH2:25][C@H:26]([NH:33][C:34]#[N:35])[C:27]1[O:31][N:30]=[C:29]([CH3:32])[N:28]=1.[OH:37][CH2:38][C:39](=O)[CH3:40]>O1CCCC1.[OH-].[Na+].O>[CH3:1][O:2][C:3](=[O:36])[C:4]1[C:9]([CH3:10])=[C:8]([O:11][CH3:12])[CH:7]=[C:6]([OH:13])[C:5]=1[CH2:23][S:24][CH2:25][C@@H:26]([C:27]1[O:31][N:30]=[C:29]([CH3:32])[N:28]=1)[NH:33][C:34]1[O:37][CH:38]=[C:39]([CH3:40])[N:35]=1 |f:3.4|. Procedure details: To a stirred solution of 260 mg of (R)-3-[dimethyl-(1,1,2-trimethyl-propyl)-silanyloxy]-2-[2-cyanoamino-2-(3-methyl-1,2,4-oxadiazol-5-yl)-ethylsulfanylmethyl]-5-methoxy-6-methyl-benzoic acid methyl ester in 50 ml of tetrahydrofuran were added 0.1 ml of 25% aqueous hydroxyacetone and 0.09 ml of IN sodium hydroxide solution. The suspension was stirred for 12 h at 40° C. After cooling, the mixture was diluted with 100 ml water and subsequently extracted with 200 ml ethyl acetate. The organic layer ... Starting materials: CO, O=C1c2ccccc2C(=O)N1C(Cc1nccn1C(c1ccccc1)(c1ccccc1)c1ccccc1)c1ccc(Cl)cc1, NN, O. The product is NC(Cc1nccn1C(c1ccccc1)(c1ccccc1)c1ccccc1)c1ccc(Cl)cc1. RXN SMILES: [CH3:48][OH:49].[Cl:1][c:2]1[cH:3][cH:4][c:5]([CH:8]([CH2:9][c:10]2[n:11]([C:15]([c:16]3[cH:17][cH:18][cH:19][cH:20][cH:21]3)([c:22]3[cH:23][cH:24][cH:25][cH:26][cH:27]3)[c:28]3[cH:29][cH:30][cH:31][cH:32][cH:33]3)[cH:12][cH:13][n:14]2)[N:34]2[C:35](=[O:36])[c:37]3[c:38]([cH:39][cH:40][cH:41][cH:42]3)[C:43]2=[O:44])[cH:6][cH:7]1.[NH2:46][NH2:47].[OH2:45]>>[Cl:1][c:2]1[cH:3][cH:4][c:5]([CH:8]([CH2:9][c:10]2[n:11]([C:15]([c:16]3[cH:17][cH:18][cH:19][cH:20][cH:21]3)([c:22]3[cH:23][cH:24][cH:25][cH:26][cH:27]3)[c:28]3[cH:29][cH:30][cH:31][cH:32][cH:33]3)[cH:12][cH:13][n:14]2)[NH2:34])[cH:6][cH:7]1. Procedure details: 122 mmol zinc-copper couple is added to a suspension of 35 mmol titanium trichloride in 60 ml absolute THF while stirring carefully. After heating for one hour under reflux a mixture of 11.4 mmol 2-(3'-methoxyphenyl)-5,5-dimethyl-oxazolin-4-one and 8.1 mmol adamantanone is added after cooling to room temperature. It is heated for 4 h to boiling at reflux. After cooling to room temperature it is poured onto 200 ml water. The mixture is shaken out twice with 200 ml ethyl acetate. The combined orga... Reactants: C(C)(=O)OCC (ethyl acetate), COC=1C=C(C=CC1)C=1OC(C(N1)=O)(C)C (2-(3'-methoxyphenyl)-5,5-dimethyl-oxazolin-4-one), C12C(C3CC(CC(C1)C3)C2)=O (adamantanone), O (water). Run in C1CCOC1 (THF). As a reaction SMILES: [CH3:1][O:2][C:3]1[CH:4]=[C:5]([C:9]2[O:10][C:11]([CH3:16])([CH3:15])[C:12](=O)[N:13]=2)[CH:6]=[CH:7][CH:8]=1.[CH:17]12[CH2:26][CH:21]3[CH2:22][CH:23]([CH2:25][CH:19]([CH2:20]3)[C:18]1=O)[CH2:24]2.O.C(OCC)(=O)C>C1COCC1.[Cu].[Zn].[Cl-].[Cl-].[Cl-].[Ti+3]>[CH:17]12[CH2:26][CH:21]3[CH2:22][CH:23]([CH2:25][CH:19]([CH2:20]3)[C:18]1=[C:12]1[C:11]([CH3:16])([CH3:15])[O:10][C:9]([C:5]3[CH:6]=[CH:7][CH:8]=[C:3]([O:2][CH3:1])[CH:4]=3)=[N:13]1)[CH2:24]2 |f:5.6,7.8.9.10|. Yields the product C12C(C3CC(CC(C1)C3)C2)=C2N=C(OC2(C)C)C2=CC(=CC=C2)OC (4-Adamantylidene-2-(3'-methoxyphenyl)-5,5-dimethyl-oxazoline). Reagents/catalysts: [Cu].[Zn] (zinc-copper couple), [Cl-].[Cl-].[Cl-].[Ti+3] (titanium trichloride). Reactants: IC=1C=C(C=C(C1)O)O (5-Iodo-benzene-1,3-diol), BrC(C)C (2-bromopropane), C([O-])([O-])=O.[K+].[K+] (potassium carbonate), CN(C)C=O (DMF). Reaction conditions: temperature 65 celsius, time 18 hour. Product: IC=1C=C(C=C(C1)OC(C)C)O (3-Iodo-5-isopropoxy phenol). The yield is 37.8%. As a reaction SMILES: [I:1][C:2]1[CH:3]=[C:4]([OH:9])[CH:5]=[C:6]([OH:8])[CH:7]=1.Br[CH:11]([CH3:13])[CH3:12].C(=O)([O-])[O-].[K+].[K+].CN(C=O)C>>[I:1][C:2]1[CH:7]=[C:6]([OH:8])[CH:5]=[C:4]([O:9][CH:11]([CH3:13])[CH3:12])[CH:3]=1 |f:2.3.4|. Reported procedure: A mixture of 5-Iodo-benzene-1,3-diol (2 g, 8 mmol), 2-bromopropane (0.88 mL, 9.3 mmol) and potassium carbonate (1.3 g, 9.3 mmol) in DMF (15 mL, 190 mmol) was stirred at 65° C. After 18 h, the mixture was cooled to RT and the solvent was evaporated. The residue was dissolved in DCM, washed with water and brine. The solvent was evaporated and the residue was purified on silica gel using an ISCO instrument and eluting with hexanes:EtOAc (4:1) to afford the title product (841 mg). MS m/z: 279 [M+H]+...